Dataset: the Open Reaction Database (ORD), a public repository of structured organic reaction records. Task: describe an organic reaction: reactants, conditions, products, and yield The reactants are ClC1=NC(=NC(=C1OC1=C(C=CC=C1)OC)Cl)C1CC1 (4,6-dichloro-2-cyclopropyl-5-(o-methoxyphenoxy)-pyrimidine), [K].C(C)(C)(C)C1=CC=C(C=C1)S(=O)(=O)N (4-tert.-butylphenylsulfonamide potassium salt). The product is C(C)(C)(C)C1=CC=C(C=C1)S(=O)(=O)NC1=NC(=NC(=C1OC1=C(C=CC=C1)OC)Cl)C1CC1 (4-tert.-butyl-N-[6-chloro-5-(o-methoxyphenoxy)-2-cyclopropyl-pyrimidin-4-yl]-benzene-sulfonamide). Reaction SMILES: Cl[C:2]1[C:7]([O:8][C:9]2[CH:14]=[CH:13][CH:12]=[CH:11][C:10]=2[O:15][CH3:16])=[C:6]([Cl:17])[N:5]=[C:4]([CH:18]2[CH2:20][CH2:19]2)[N:3]=1.[K].[C:22]([C:26]1[CH:31]=[CH:30][C:29]([S:32]([NH2:35])(=[O:34])=[O:33])=[CH:28][CH:27]=1)([CH3:25])([CH3:24])[CH3:23]>>[C:22]([C:26]1[CH:31]=[CH:30][C:29]([S:32]([NH:35][C:2]2[C:7]([O:8][C:9]3[CH:14]=[CH:13][CH:12]=[CH:11][C:10]=3[O:15][CH3:16])=[C:6]([Cl:17])[N:5]=[C:4]([CH:18]3[CH2:20][CH2:19]3)[N:3]=2)(=[O:33])=[O:34])=[CH:28][CH:27]=1)([CH3:25])([CH3:23])[CH3:24] |f:1.2,^1:20|. Reported procedure: According to the procedure described in Example 1g) 3.3 g 4,6-dichloro-2-cyclopropyl-5-(o-methoxyphenoxy)-pyrimidine (prepared according to procedures described in Example 1) was reacted with 4-tert.-butylphenylsulfonamide potassium salt to give 4.22 g 4-tert.-butyl-N-[6-chloro-5-(o-methoxyphenoxy)-2-cyclopropyl-pyrimidin-4-yl]-benzene-sulfonamide. LC-MS: tR=6.24 min, [M+1]+=488.23. The reactants are O (water), C(CCCCC)O (hexanol), C(CO)O (ethylene glycol), C1(=CC=C(C=C1)S(=O)(=O)O)C (p-toluenesulfonic acid). Run in C1=CC=CC=C1 (benzene). Yields the product C(CCCC)C1OCCO1 (2-n-pentyl-1,3 dioxolane). RXN SMILES: [CH2:1]([OH:7])[CH2:2][CH2:3][CH2:4][CH2:5][CH3:6].[CH2:8](O)[CH2:9][OH:10].C1(C)C=CC(S(O)(=O)=O)=CC=1.O>C1C=CC=CC=1>[CH2:2]([CH:1]1[O:10][CH2:9][CH2:8][O:7]1)[CH2:3][CH2:4][CH2:5][CH3:6]. Procedure details: 30 g (0.29 mole) of hexanol, 31 g (0.5 mol) of ethylene glycol, 100 mg of p-toluenesulfonic acid (p-Ts) in 100 ml of benzene are placed in 250 ml round-bottomed flask equipped with a Dean-Stark trap, a condenser and a mechanical stirrer. The mixture is heated to reflux until no more water has separated from the benzene phase. The mixture is then cooled to room temperature, washed with 100 ml of 5% sodium bicarbonate, 100 ml of saturated NaCl solution, and finally water. The solution is dried ove... The reactants are BrC1=NC(=C(C=C1C)Br)C (2,5-dibromo-3,6-dimethylpyridine), C(C)(C)[Mg]Cl (isopropylmagnesium chloride), O (Water), CN(C=O)C (Dimethylformamide). Run in O1CCCC1 (tetrahydrofuran). Run at time 1.5 hour. Yields the product BrC1=C(C=C(C(=N1)C)C=O)C (6-bromo-2,5-dimethyl-3-pyridinecarboxaldehyde). Yield: 47.5%. As a reaction SMILES: [Br:1][C:2]1[C:7]([CH3:8])=[CH:6][C:5](Br)=[C:4]([CH3:10])[N:3]=1.C([Mg]Cl)(C)C.CN(C)[CH:18]=[O:19].O>O1CCCC1>[Br:1][C:2]1[N:3]=[C:4]([CH3:10])[C:5]([CH:18]=[O:19])=[CH:6][C:7]=1[CH3:8]. Reported procedure: To a solution of 2,5-dibromo-3,6-dimethylpyridine (989 mg, 3.75 mmol) in tetrahydrofuran (6 mL) was added isopropylmagnesium chloride (2 mol/L in tetrahydrofuran; 2.0 mL, 4.0 mmol) under nitrogen atmosphere, and the mixture was stirred at room temperature for 1.5 h. Dimethylformamide (0.58 mL, 7.5 mmol) was added, and the mixture was stirred for additional 10 min. Water was added, and the mixture was extracted with ethyl acetate. The organic layer was washed with brine and dried on anhydrous sod...